The task is: describe an organic reaction: reactants, conditions, products, and yield. This data is from the Open Reaction Database (ORD), a public repository of structured organic reaction records. Starting materials: COC(=O)CBr, O=C([O-])[O-], C=CCSC1NC(=O)C1CC, CN(C)C=O, [K+], [K+], O. Yields the product C=CCSC1C(CC)C(=O)N1CC(=O)OC. RXN SMILES: [Br:12][CH2:13][C:14](=[O:15])[O:16][CH3:17].[C:18](=[O:19])([O-:20])[O-:21].[CH2:1]([CH:2]=[CH2:3])[S:4][CH:5]1[CH:6]([CH2:10][CH3:11])[C:7](=[O:9])[NH:8]1.[CH3:25][N:26]([CH3:27])[CH:28]=[O:29].[K+:22].[K+:23].[OH2:24]>>[CH2:1]([CH:2]=[CH2:3])[S:4][CH:5]1[CH:6]([CH2:10][CH3:11])[C:7](=[O:9])[N:8]1[CH2:13][C:14](=[O:15])[O:16][CH3:17]. Starting materials: BrCC1=C(C=CC=C1)C(C(=O)OC)=COC (methyl α-(2-bromomethylphenyl)-β-methoxyacrylate), ClC=1C=NN(C1)O (4-chloro-1-hydroxypyrazole), [OH-].[K+] (potassium hydroxide). Run in CN(C=O)C (dimethylformamide), C(C)O (ethanol), C(C)O (ethanol). Conditions: time 2 hour. Yields the product ClC=1C(=NNC1)OCC1=C(C=CC=C1)C(C(=O)OC)=COC (Methyl α-[2-(4-chloro-1-pyrazolyloxymethyl)phenyl]-β-methoxyacrylate). The yield is 77.5%. Reaction SMILES: [Cl:1][C:2]1[CH:3]=[N:4][N:5](O)[CH:6]=1.[OH-:8].[K+].Br[CH2:11][C:12]1[CH:17]=[CH:16][CH:15]=[CH:14][C:13]=1[C:18](=[CH:23][O:24][CH3:25])[C:19]([O:21][CH3:22])=[O:20]>C(O)C.CN(C)C=O>[Cl:1][C:2]1[C:3]([O:8][CH2:11][C:12]2[CH:17]=[CH:16][CH:15]=[CH:14][C:13]=2[C:18](=[CH:23][O:24][CH3:25])[C:19]([O:21][CH3:22])=[O:20])=[N:4][NH:5][CH:6]=1 |f:1.2|. Procedure: 2.4 g (0.02 mol) of 4-chloro-1-hydroxypyrazole in 30 ml of ethanol are added dropwise to a solution of 1.2 g (0.02 mol) of potassium hydroxide in 50 ml of ethanol. The reaction mixture is stirred at room temperature for two hours and then concentrated. The residue is taken up in 60 ml of dimethylformamide, and 5.7 g (0.02 mol) of methyl α-(2-bromomethylphenyl)-β-methoxyacrylate in 30 ml of dimethylformamide are added. The mixture is stirred at 100° C. for two hours, a solvent is removed under re... Reactants: BrBr (bromine), ClC1=CC=C(C(=CC#N)NC)C=C1 (p-chloro-β-(methylamino)cinnamonitrile), ( E )-, O1CCCC1 (tetrahydrofuran). The solvent is C(Cl)(Cl)(Cl)Cl (carbon tetrachloride), C(Cl)(Cl)(Cl)Cl (carbon tetrachloride), C(Cl)(Cl)(Cl)Cl (carbon tetrachloride). Yields the product BrC(C#N)=C(C1=CC=C(C=C1)Cl)NC (α-Bromo-p-chloro-β-(methylamino)cinnamonitrile). RXN SMILES: [Br:1]Br.[Cl:3][C:4]1[CH:15]=[CH:14][C:7]([C:8]([NH:12][CH3:13])=[CH:9][C:10]#[N:11])=[CH:6][CH:5]=1.O1CCCC1>C(Cl)(Cl)(Cl)Cl>[Br:1][C:9](=[C:8]([NH:12][CH3:13])[C:7]1[CH:6]=[CH:5][C:4]([Cl:3])=[CH:15][CH:14]=1)[C:10]#[N:11]. Procedure details: A solution of bromine (10.9 mL, 33.6 g, 0.21 mol) in carbon tetrachloride is added to a mixture of p-chloro-β-(methylamino)cinnamonitrile, (E)- or (Z)- (38.53 g, 0.2 mol) in carbon tetrachloride and tetrahydrofuran at 55°-60° C. over 30 minutes. The reaction mixture is cooled to room temperature, concentrated in vacuo to one-half of the original volume and filtered to obtain a solid. The solid is diluted with carbon tetrachloride and the resulting mixture is heated at reflux, cooled and filtered... The reactants are OCCC=1C=C2C=CC(=C(C2=CC1)NC)C(C)=O (1-(6-2-hydroxyethyl-methylamino-2-naphthyl)-1-ethanone), C(CC#N)#N (malononitrile). Run in N1=CC=CC=C1 (pyridine). Run at temperature 95 celsius. Product: C1=CC=CC2=CC=CC=C12 (naphthalene). As a reaction SMILES: OCC[C:4]1[CH:5]=[C:6]2[C:11](=[CH:12][CH:13]=1)[C:10](NC)=[C:9](C(=O)C)[CH:8]=[CH:7]2.C(#N)CC#N>N1C=CC=CC=1>[CH:10]1[C:11]2[C:6](=[CH:5][CH:4]=[CH:13][CH:12]=2)[CH:7]=[CH:8][CH:9]=1. Reported procedure: To a solution of 201 mg (0.83 mmol) of 1-(6-2-hydroxyethyl-methylamino-2-naphthyl)-1-ethanone in pyridine (6 mL), malononitrile (236 mg, 3.6 mmol) was added and the mixture was heated at 95° C. for 24 hours. The solvent was removed in vacuo, and the residue was chromatographed by radial chromatography (4 mm SiO2 1% MeOH/CH2Cl2) to give 150 mg (73%) of 2-(1,1-dicyanopropen-2-yl)-6-2-hydroxyethyl)-methyl-amino)-naphthalene. Reactants: O (water), C1(=CC=CC=C1)NC1(CCN(CC1)CCC1=CC=CC=C1)C(=O)O (4-(phenylamino)-1-(2-phenylethyl)-4-piperidinecarboxylic acid), [Na] (sodium), ClCC1=CC=CC=C1 ((chloromethyl)benzene). Reaction SMILES: [C:1]1([NH:7][C:8]2([C:22]([OH:24])=[O:23])[CH2:13][CH2:12][N:11]([CH2:14][CH2:15][C:16]3[CH:21]=[CH:20][CH:19]=[CH:18][CH:17]=3)[CH2:10][CH2:9]2)[CH:6]=[CH:5][CH:4]=[CH:3][CH:2]=1.[Na].Cl[CH2:27][C:28]1[CH:33]=[CH:32][CH:31]=[CH:30][CH:29]=1.O>CN(C)P(=O)(N(C)C)N(C)C>[C:1]1([NH:7][C:8]2([C:22]([O:24][CH2:27][C:28]3[CH:33]=[CH:32][CH:31]=[CH:30][CH:29]=3)=[O:23])[CH2:9][CH2:10][N:11]([CH2:14][CH2:15][C:16]3[CH:17]=[CH:18][CH:19]=[CH:20][CH:21]=3)[CH2:12][CH2:13]2)[CH:6]=[CH:5][CH:4]=[CH:3][CH:2]=1 |^1:24|. Procedure: 10.4 parts of 4-(phenylamino)-1-(2-phenylethyl)-4-piperidinecarboxylic acid, sodium salt are dissolved in 75 parts of hexamethylphosphoric triamide while heating to 110° C. After cooling to 20° C., 3.4 parts of (chloromethyl)benzene are added dropwise. Upon completion, stirring is continued for 18 hours at room temperature. The reaction mixture is poured onto 300 parts of water and the product is extracted with methylbenzene. The extract is washed with water, dried, filtered and evaporated. The ... Yields the product C1(=CC=CC=C1)NC1(CCN(CC1)CCC1=CC=CC=C1)C(=O)OCC1=CC=CC=C1 (phenylmethyl 4-(phenylamino)-1-(2-phenylethyl)-4-piperidinecarboxylate). The solvent is CN(P(N(C)C)(N(C)C)=O)C (hexamethylphosphoric triamide). Reaction conditions: temperature 110 celsius, time 18 hour. Starting materials: C1(CC1)CN1C(N(CC=CC1)CC(=O)OC(C)(C)C)=O (tert-butyl [3-(cyclopropylmethyl)-2-oxo-2,3,4,7-tetrahydro-1H-1,3-diazepin-1-yl]acetate). Reagents/catalysts: [Pd] (Pd/C). Run in CCO (EtOH). Run at time 90 minute. The product is C1(CC1)CN1C(N(CCCC1)CC(=O)OC(C)(C)C)=O (tert-Butyl [3-(cyclopropylmethyl)-2-oxo-1,3-diazepan-1-yl]acetate). Reaction SMILES: [CH:1]1([CH2:4][N:5]2[CH2:11][CH:10]=[CH:9][CH2:8][N:7]([CH2:12][C:13]([O:15][C:16]([CH3:19])([CH3:18])[CH3:17])=[O:14])[C:6]2=[O:20])[CH2:3][CH2:2]1>CCO.[Pd]>[CH:1]1([CH2:4][N:5]2[CH2:11][CH2:10][CH2:9][CH2:8][N:7]([CH2:12][C:13]([O:15][C:16]([CH3:18])([CH3:17])[CH3:19])=[O:14])[C:6]2=[O:20])[CH2:3][CH2:2]1. Procedure: To a solution of tert-butyl [3-(cyclopropylmethyl)-2-oxo-2,3,4,7-tetrahydro-1H-1,3-diazepin-1-yl]acetate (250 mg, 0.89 mmol) in EtOH (10 mL) was added 10% Pd/C (9.5 mg) and the reaction stirred vigorously under hydrogen (ca. 1 atm). After 90 min, the catalyst was filtered off and the filtrate was concentrated to yield the title compound as a pale brown solid. MS: m/z=283 (M+1). The reactants are NC1=C(C(=NO1)C)Br (5-amino-4-bromo-3-methylisoxazole), ClC=1SC(=CC1S(=O)(=O)Cl)Cl (2,5-dichlorothiophene-3-sulphonyl chloride). Product: BrC=1C(=NOC1NS(=O)(=O)C1=C(SC(=C1)Cl)Cl)C (N-(4-Bromo-3-methyl-5-isoxazolyl)-2,5-dichlorothiophene-3-sulfonamide). Isolated yield 47.0%. RXN SMILES: [NH2:1][C:2]1[O:6][N:5]=[C:4]([CH3:7])[C:3]=1[Br:8].[Cl:9][C:10]1[S:11][C:12]([Cl:19])=[CH:13][C:14]=1[S:15](Cl)(=[O:17])=[O:16]>>[Br:8][C:3]1[C:4]([CH3:7])=[N:5][O:6][C:2]=1[NH:1][S:15]([C:14]1[CH:13]=[C:12]([Cl:19])[S:11][C:10]=1[Cl:9])(=[O:17])=[O:16]. Procedure details: N-(4-Bromo-3-methyl-5-isoxazolyl)-2,5-dichlorothiophene-3-sulfonamide was prepared in the same manner as described in Example 2 from 5-amino-4-bromo-3-methylisoxazole and 2,5-dichlorothiophene-3-sulphonyl chloride in 47% yield. Purification was achieved by recrystallization from ethyl acetate/hexanes to give a crystalline solid, m.p. 135°-138° C.